This data is from the Open Reaction Database (ORD), a public repository of structured organic reaction records. The task is: describe an organic reaction: reactants, conditions, products, and yield Procedure: A solution of 3-bromo-2-(4-fluorophenyl)-7-methoxypyrazolo[1,5-a]pyridine (from Example 27, 180 mg, 0.560 mmol), 2-fluoropyridin-4-ylboronic acid (from Example 33, 112 mg, 0.800 mmol) and dichlorobis(triphenylphosphine)palladium (40.0 mg, 0.056 mmol) in N,N-dimethylformamide (6.00 mL) was placed in a pre-heated oil bath at 110° C. To the reaction was added, in a dropwise manner, 2M sodium carbonate (0.840 mL, 1.68 mmol). The reaction was allowed to stir for three hours before cooling to room tem... Product: FC1=CC=C(C=C1)C1=NN2C(C=CC=C2OC)=C1C1=CC(=NC=C1)F (2-(4-Fluorophenyl)-3-(2-fluoro-4-pyridinyl)-7-methoxypyrazolo[1,5-a]pyridine). The solvent is CN(C=O)C (N,N-dimethylformamide). Conditions: time 3 hour. Reaction SMILES: Br[C:2]1[C:3]([C:13]2[CH:18]=[CH:17][C:16]([F:19])=[CH:15][CH:14]=2)=[N:4][N:5]2[C:10]([O:11][CH3:12])=[CH:9][CH:8]=[CH:7][C:6]=12.[F:20][C:21]1[CH:26]=[C:25](B(O)O)[CH:24]=[CH:23][N:22]=1.C(=O)([O-])[O-].[Na+].[Na+]>CN(C)C=O.Cl[Pd](Cl)([P](C1C=CC=CC=1)(C1C=CC=CC=1)C1C=CC=CC=1)[P](C1C=CC=CC=1)(C1C=CC=CC=1)C1C=CC=CC=1>[F:19][C:16]1[CH:17]=[CH:18][C:13]([C:3]2[C:2]([C:25]3[CH:24]=[CH:23][N:22]=[C:21]([F:20])[CH:26]=3)=[C:6]3[CH:7]=[CH:8][CH:9]=[C:10]([O:11][CH3:12])[N:5]3[N:4]=2)=[CH:14][CH:15]=1 |f:2.3.4,^1:43,62|. Starting materials: BrC=1C(=NN2C1C=CC=C2OC)C2=CC=C(C=C2)F (3-bromo-2-(4-fluorophenyl)-7-methoxypyrazolo[1,5-a]pyridine), FC1=NC=CC(=C1)B(O)O (2-fluoropyridin-4-ylboronic acid), C([O-])([O-])=O.[Na+].[Na+] (sodium carbonate). The reagents and catalysts are Cl[Pd]([P](C1=CC=CC=C1)(C2=CC=CC=C2)C3=CC=CC=C3)([P](C4=CC=CC=C4)(C5=CC=CC=C5)C6=CC=CC=C6)Cl (dichlorobis(triphenylphosphine)palladium). The yield is 58.2%. Reactants: NNc1cc(F)ccc1Br, CC(=O)O, C1CCOC1, CC(=O)N=CN(C)C, Cl. Product: CC(=O)NC=NNc1cc(F)ccc1Br. As a reaction SMILES: [Br:2][c:3]1[c:4]([NH:10][NH2:11])[cH:5][c:6]([F:9])[cH:7][cH:8]1.[C:20]([OH:21])(=[O:22])[CH3:23].[CH2:24]1[O:25][CH2:26][CH2:27][CH2:28]1.[CH3:12][N:13]([CH3:14])[CH:15]=[N:16][C:17]([CH3:18])=[O:19].[ClH:1]>>[Br:2][c:3]1[c:4]([NH:10][N:11]=[CH:15][NH:16][C:17]([CH3:18])=[O:19])[cH:5][c:6]([F:9])[cH:7][cH:8]1.